Dataset: the Open Reaction Database (ORD), a public repository of structured organic reaction records. Task: describe an organic reaction: reactants, conditions, products, and yield The reactants are C(CCC)C1=NC2=C(N1CC1=CC=C(C=C1)C=1C(=CC=CC1)C(=O)OC(C)(C)C)C=C(C=C2)NC(=O)N(C)C (tert.butyl 4'-[(2-n-butyl-6-(N-(dimethylaminocarbonyl)-amino)-benzimidazol-1-yl)-methyl]biphenyl-2-carboxylate), FC(C(=O)O)(F)F (trifluoroacetic acid). The product is FC(C(=O)O)(F)F.C(CCC)C1=NC2=C(N1CC1=CC=C(C=C1)C=1C(=CC=CC1)C(=O)O)C=C(C=C2)NC(=O)N(C)C (4'-[(2n-Butyl-6-(N-(dimethylaminocarbonyl)-amino)-benzimidazol-1-yl)-methyl]biphenyl-2-carboxylic acid trifluoroacetate). As a reaction SMILES: [CH2:1]([C:5]1[N:9]([CH2:10][C:11]2[CH:16]=[CH:15][C:14]([C:17]3[C:18]([C:23]([O:25]C(C)(C)C)=[O:24])=[CH:19][CH:20]=[CH:21][CH:22]=3)=[CH:13][CH:12]=2)[C:8]2[CH:30]=[C:31]([NH:34][C:35]([N:37]([CH3:39])[CH3:38])=[O:36])[CH:32]=[CH:33][C:7]=2[N:6]=1)[CH2:2][CH2:3][CH3:4].[F:40][C:41]([F:46])([F:45])[C:42]([OH:44])=[O:43]>>[F:40][C:41]([F:46])([F:45])[C:42]([OH:44])=[O:43].[CH2:1]([C:5]1[N:9]([CH2:10][C:11]2[CH:12]=[CH:13][C:14]([C:17]3[C:18]([C:23]([OH:25])=[O:24])=[CH:19][CH:20]=[CH:21][CH:22]=3)=[CH:15][CH:16]=2)[C:8]2[CH:30]=[C:31]([NH:34][C:35]([N:37]([CH3:39])[CH3:38])=[O:36])[CH:32]=[CH:33][C:7]=2[N:6]=1)[CH2:2][CH2:3][CH3:4] |f:2.3|. Procedure details: Prepared in analogous manner to Example 9 from tert.butyl 4'-[(2-n-butyl-6-(N-(dimethylaminocarbonyl)-amino)-benzimidazol-1-yl)-methyl]biphenyl-2-carboxylate and trifluoroacetic acid.